Dataset: the Open Reaction Database (ORD), a public repository of structured organic reaction records. Task: describe an organic reaction: reactants, conditions, products, and yield Reactants: C1(CCCCC1)N(C(=O)NC=1SC(=CN1)C=O)[C@@H]1CC[C@H](CC1)C (trans-1-cyclohexyl-3-(5-formyl-thiazol-2-yl)-1-(4-methyl-cyclohexyl)-urea), COC(=O)CCS(=O)(=O)N1CC[NH2+]CC1 (4-(2-methoxycarbonyl-ethanesulfonyl)-piperazin-1-ium), [Cl-] (chloride). Product: COC(CCS(=O)(=O)N1CCN(CC1)CC1=CN=C(S1)NC(=O)N([C@@H]1CC[C@H](CC1)C)C1CCCCC1)=O (Trans-3-(4-{2-[3-cyclohexyl-3-(4-methyl-cyclohexyl)-ureido]-thiazol-5-ylmethyl}-piperazine-1-sulfonyl)-propionic acid methyl ester). Reaction SMILES: [CH:1]1([N:7]([C@H:18]2[CH2:23][CH2:22][C@H:21]([CH3:24])[CH2:20][CH2:19]2)[C:8]([NH:10][C:11]2[S:12][C:13]([CH:16]=O)=[CH:14][N:15]=2)=[O:9])[CH2:6][CH2:5][CH2:4][CH2:3][CH2:2]1.[CH3:25][O:26][C:27]([CH2:29][CH2:30][S:31]([N:34]1[CH2:39][CH2:38][NH2+:37][CH2:36][CH2:35]1)(=[O:33])=[O:32])=[O:28].[Cl-]>>[CH3:25][O:26][C:27](=[O:28])[CH2:29][CH2:30][S:31]([N:34]1[CH2:35][CH2:36][N:37]([CH2:16][C:13]2[S:12][C:11]([NH:10][C:8]([N:7]([CH:1]3[CH2:2][CH2:3][CH2:4][CH2:5][CH2:6]3)[C@H:18]3[CH2:19][CH2:20][C@H:21]([CH3:24])[CH2:22][CH2:23]3)=[O:9])=[N:15][CH:14]=2)[CH2:38][CH2:39]1)(=[O:32])=[O:33]. Procedure: Prepared in 60% (342 mg) yield as described in general procedure (B) from trans-1-cyclohexyl-3-(5-formyl-thiazol-2-yl)-1-(4-methyl-cyclohexyl)-urea (349 mg, 1.0 mmol) and 4-(2-methoxycarbonyl-ethanesulfonyl)-piperazin-1-ium; chloride (273 mg, 1.0 mmol). Starting materials: C([O-])([O-])=O.[Na+].[Na+] (sodium carbonate), FC(C=1C=C(C=CC1)N(C(=S)N)CC(=C)Cl)(F)F (N-(3-(trifluoromethyl)phenyl)-N-(2-chloro-2-propenyl)thiourea), S(O)(O)(=O)=O (sulfuric acid), ice water. Reaction conditions: temperature 90 celsius. Yields the product N=C1SC(=CN1C1=CC(=CC=C1)C(F)(F)F)C (2-imino-3-(3-(trifluoromethyl)phenyl)-5-methyl-4-thiazoline). Isolated yield 95.3%. As a reaction SMILES: [F:1][C:2]([F:18])([F:17])[C:3]1[CH:4]=[C:5]([N:9]([CH2:13][C:14](Cl)=[CH2:15])[C:10]([NH2:12])=[S:11])[CH:6]=[CH:7][CH:8]=1.S(=O)(=O)(O)O.C(=O)([O-])[O-].[Na+].[Na+]>>[NH:12]=[C:10]1[N:9]([C:5]2[CH:6]=[CH:7][CH:8]=[C:3]([C:2]([F:18])([F:17])[F:1])[CH:4]=2)[CH:13]=[C:14]([CH3:15])[S:11]1 |f:2.3.4|. Reported procedure: N-(3-(trifluoromethyl)phenyl)-N-(2-chloro-2-propenyl)thiourea (1.00 g) was added to 98% sulfuric acid (9.96 g) at room temperature with stirring, and the mixture was heated to 90° C. and stirred at the same temperature for 1.0 hour. After cooling, ice-water was added to the reaction mixture, which was then neutralized by addition of sodium carbonate and extracted with ethyl acetate. The organic layer was washed with water. The solvent was removed by distillation under reduced pressure, which aff...